Task: describe an organic reaction: reactants, conditions, products, and yield. Dataset: the Open Reaction Database (ORD), a public repository of structured organic reaction records Run at temperature 0 celsius, time 18 hour. Product: [Si](C)(C)(C(C)(C)C)OC[C@H]1S[C@@H](SC1)P(=O)(OCC)OCC (trans-4-(t-butyldimethylsilyloxymethyl)-2-(diethyloxyphosphinoyl)-1,3-dithiolane). Reactants: [Si](C)(C)(C(C)(C)C)OCC1SC(SC1)OCC (4-t-butyldimethylsilyloxymethyl-2-ethoxy-1,3-dithiolane), C(C)OP(OCC)OCC (triethylphosphite), P(Cl)(Cl)Cl (phosphorus trichloride). As a reaction SMILES: [Si:1]([O:8][CH2:9][CH:10]1[CH2:14][S:13][CH:12](OCC)[S:11]1)([C:4]([CH3:7])([CH3:6])[CH3:5])([CH3:3])[CH3:2].[CH2:18]([O:20][P:21]([O:25]CC)[O:22][CH2:23][CH3:24])[CH3:19].P(Cl)(Cl)Cl>ClCCl.[Cl-].[Zn+2].[Cl-]>[Si:1]([O:8][CH2:9][C@@H:10]1[CH2:14][S:13][C@@H:12]([P:21]([O:22][CH2:23][CH3:24])([O:20][CH2:18][CH3:19])=[O:25])[S:11]1)([C:4]([CH3:5])([CH3:6])[CH3:7])([CH3:2])[CH3:3] |f:4.5.6|. Yield: 31.0%. The reagents and catalysts are [Cl-].[Zn+2].[Cl-] (zinc chloride). Procedure details: To a solution of 4-(t-butyldimethylsilyloxymethyl)-2-ethoxy-1,3-dithiolane (example 48) (37.1 g, 126 mmol) and triethylphosphite (14.3 mL, 83.0 mmol, 0.66 eq) in dichloromethane (100 mL) were added phosphorus trichloride (3.6 mL, 42.0 mmol, 0.33 eq) and zinc chloride (catalytic) at 0° C. The solution was stirred at 0° C. for 2 hr and at room temperature for 18 hr. The solvent was evaporated and the crude material was purified by flash chromatography with a mixture of hexane and ethyl acetate (80... Solvent: ClCCl (dichloromethane). Reactants: [N+](=O)([O-])C=1C=C(C=CC1)C1=NC=CN=C1 (2-(3-nitrophenyl)pyrazine). The reagents and catalysts are [Pd] (palladium on carbon). Solvent: O1CCCC1 (tetrahydrofuran), C(C)O (ethanol). Yields the product N1=C(C=NC=C1)C=1C=C(N)C=CC1 (3-(pyrazin-2-yl)aniline). The yield is 96.4%. RXN SMILES: [N+:1]([C:4]1[CH:5]=[C:6]([C:10]2[CH:15]=[N:14][CH:13]=[CH:12][N:11]=2)[CH:7]=[CH:8][CH:9]=1)([O-])=O>O1CCCC1.C(O)C.[Pd]>[N:11]1[CH:12]=[CH:13][N:14]=[CH:15][C:10]=1[C:6]1[CH:5]=[C:4]([CH:9]=[CH:8][CH:7]=1)[NH2:1]. Procedure: A suspension of 2-(3-nitrophenyl)pyrazine (500 mg) in tetrahydrofuran (5 ml) and ethanol (5 ml) was hydrogenated over palladium on carbon (10% w/w, 50% wet, 200 mg) under hydrogen atmosphere for 6 hours. The catalyst was filtered off and the filtrate was evaporated. The residue was crystallized from dichloromethanediisopropyl ether to give 3-(pyrazin-2-yl)aniline (410 mg, 96.5%). Starting materials: ClC=1N=CC2=C(N1)N(C=C2I)C(COC2OCCCC2)(C)C (2-chloro-7-[1,1-dimethyl-2-(tetrahydro-2H-pyran-2-yloxy)ethyl]-5-iodo-7H-pyrrolo[2,3-d]pyrimidine), BrC=1C=NC=C(C(=O)N(C)OC)C1 (5-bromo-N-methoxy-N-methylnicotinamide). The product is BrC=1C=C(C=NC1)C(=O)C1=CN(C=2N=C(N=CC21)Cl)C(COC2OCCCC2)(C)C ((5-Bromopyridin-3-yl){2-chloro-7-[1,1-dimethyl-2-(tetrahydro-2H-pyran-2-yloxy)ethyl]-7H-pyrrolo[2,3-d]pyrimidin-5-yl}methanone). Reaction SMILES: [Cl:1][C:2]1[N:3]=[CH:4][C:5]2[C:10](I)=[CH:9][N:8]([C:12]([CH3:22])([CH3:21])[CH2:13][O:14][CH:15]3[CH2:20][CH2:19][CH2:18][CH2:17][O:16]3)[C:6]=2[N:7]=1.[Br:23][C:24]1[CH:25]=[N:26][CH:27]=[C:28]([CH:35]=1)[C:29](N(OC)C)=[O:30]>>[Br:23][C:24]1[CH:35]=[C:28]([C:29]([C:10]2[C:5]3[CH:4]=[N:3][C:2]([Cl:1])=[N:7][C:6]=3[N:8]([C:12]([CH3:22])([CH3:21])[CH2:13][O:14][CH:15]3[CH2:20][CH2:19][CH2:18][CH2:17][O:16]3)[CH:9]=2)=[O:30])[CH:27]=[N:26][CH:25]=1. Reported procedure: The title compound was prepared according to the method described for Preparation 28 using 2-chloro-7-[1,1-dimethyl-2-(tetrahydro-2H-pyran-2-yloxy)ethyl]-5-iodo-7H-pyrrolo[2,3-d]pyrimidine (see Preparation 45) and 5-bromo-N-methoxy-N-methylnicotinamide to afford the title compound as a yellow solid in 41% yield, 3.0 g. Starting materials: CC=1NC(C=C(N1)C)=O (2,4-dimethyl-1,6-dihydro-6-pyrimidone), BrCCOC1=CC=C(C=O)C=C1 (4-[2-bromoethoxy]benzaldehyde), K2C3. The product is CC=1N(C(C=C(N1)C)=O)CCOC1=CC=C(C=O)C=C1 (4-[2-[2,4-Dimethyl-6-oxo-1,6-dihydro-1-pyrimidinyl]ethoxy]benzaldehyde). Yield: 28.0%. As a reaction SMILES: [CH3:1][C:2]1[NH:3][C:4](=[O:9])[CH:5]=[C:6]([CH3:8])[N:7]=1.Br[CH2:11][CH2:12][O:13][C:14]1[CH:21]=[CH:20][C:17]([CH:18]=[O:19])=[CH:16][CH:15]=1>>[CH3:1][C:2]1[N:3]([CH2:11][CH2:12][O:13][C:14]2[CH:21]=[CH:20][C:17]([CH:18]=[O:19])=[CH:16][CH:15]=2)[C:4](=[O:9])[CH:5]=[C:6]([CH3:8])[N:7]=1. Procedure details: The title compound (0.8 g, 30%) was prepared from 2,4-dimethyl-1,6-dihydro-6-pyrimidone (1.3 g, 10.48 mmol) and 4-[2-bromoethoxy]benzaldehyde (2.4 g, 10.48 mmol) in the presence of a base K2C3 (2.89 g, 20.96 mmol) by a similar procedure as described in preparation 1.